From a dataset of the Open Reaction Database (ORD), a public repository of structured organic reaction records. describe an organic reaction: reactants, conditions, products, and yield The reactants are ClCCl, O=C(c1nnc(-c2ccccc2)o1)N1CC(Sc2ccc(CO)cc2)C1, O=S(Cl)Cl. Product: O=C(c1nnc(-c2ccccc2)o1)N1CC(Sc2ccc(CCl)cc2)C1. Reaction SMILES: [Cl:31][CH2:32][Cl:33].[OH:1][CH2:2][c:3]1[cH:4][cH:5][c:6]([S:9][CH:10]2[CH2:11][N:12]([C:14](=[O:15])[c:16]3[o:17][c:18](-[c:21]4[cH:22][cH:23][cH:24][cH:25][cH:26]4)[n:19][n:20]3)[CH2:13]2)[cH:7][cH:8]1.[S:27]([Cl:28])([Cl:29])=[O:30]>>[CH2:2]([c:3]1[cH:4][cH:5][c:6]([S:9][CH:10]2[CH2:11][N:12]([C:14](=[O:15])[c:16]3[o:17][c:18](-[c:21]4[cH:22][cH:23][cH:24][cH:25][cH:26]4)[n:19][n:20]3)[CH2:13]2)[cH:7][cH:8]1)[Cl:29].